This data is from the Open Reaction Database (ORD), a public repository of structured organic reaction records. The task is: describe an organic reaction: reactants, conditions, products, and yield Starting materials: C(CC1=CC=CC=C1)N (Phenethylamine), [H][H] (hydrogen). The reagents and catalysts are [Pt]=O (platinum oxide). The solvent is C(C)(=O)O (acetic acid). The product is C1(CCCCC1)CCN (2-Cyclohexylethylamine). As a reaction SMILES: [CH2:1]([NH2:9])[CH2:2][C:3]1[CH:8]=[CH:7][CH:6]=[CH:5][CH:4]=1.[H][H]>C(O)(=O)C.[Pt]=O>[CH:3]1([CH2:2][CH2:1][NH2:9])[CH2:8][CH2:7][CH2:6][CH2:5][CH2:4]1. Procedure details: Phenethylamine (50 g) was dissolved in 1000 mL of glacial acetic acid in a pressure vessel, followed by addition of platinum oxide (15 g). After shaking under 4 atm of hydrogen for 48 h, the reaction was filtered and the acetic acid was removed under reduced pressure. The residue was taken up in water (1000 mL), basified with 5N NaOH, and washed with ether (5×250 mL). The ether extracts were washed with brine (250 mL), dried (MgSO4), filtered and concentrated to afford a light yellow oil which w...